This data is from the Open Reaction Database (ORD), a public repository of structured organic reaction records. The task is: describe an organic reaction: reactants, conditions, products, and yield The reactants are C(=O)(O)[O-].[Na+] (NaHCO3), CN(C(=O)Cl)C (dimethylcarbamyl chloride), FC1=CC=C(OC2=CC=C(C=C2)C2=NNC=C2)C=C1 (3-[4-(4-fluorophenoxy)phenyl]-1H-pyrazole), C1CCOC1 (THF), CN(C(=O)Cl)C (dimethylcarbamyl chloride). Solvent: CCOC(=O)C (EtOAc), C(C)N(CC)CC (triethylamine). Yields the product CN(C(=O)N1N=C(C=C1)C1=CC=C(C=C1)OC1=CC=C(C=C1)F)C (3-[4-(4-Fluorophenoxy)phenyl]-1H-pyrazole-1-carboxylic Acid Dimethylamide). Isolated yield 47.1%. RXN SMILES: [F:1][C:2]1[CH:19]=[CH:18][C:5]([O:6][C:7]2[CH:12]=[CH:11][C:10]([C:13]3[CH:17]=[CH:16][NH:15][N:14]=3)=[CH:9][CH:8]=2)=[CH:4][CH:3]=1.C1COCC1.[CH3:25][N:26]([CH3:30])[C:27](Cl)=[O:28].C([O-])(O)=O.[Na+]>CCOC(C)=O.C(N(CC)CC)C>[CH3:25][N:26]([CH3:30])[C:27]([N:15]1[CH:16]=[CH:17][C:13]([C:10]2[CH:9]=[CH:8][C:7]([O:6][C:5]3[CH:18]=[CH:19][C:2]([F:1])=[CH:3][CH:4]=3)=[CH:12][CH:11]=2)=[N:14]1)=[O:28] |f:3.4|. Procedure details: A solution of 3-[4-(4-fluorophenoxy)phenyl]-1H-pyrazole (467 mg, 1.84 mmol) in 7 mL of THF containing 0.3 mL (2.13 mmol) of triethylamine was treated with 0.3 mL (3.2 mmol) dimethylcarbamyl chloride added via syringe. No reaction was observed at room temperature. An additional 0.3 mL of dimethylcarbamyl chloride was added and the reaction was heated at reflux overnight. The reaction was then added to a saturated aqueous NaHCO3 solution and EtOAc. The aqueous layer was washed with EtOAc and the p... As a reaction SMILES: [Cl:1][C:2]1[CH:3]=[C:4]([CH:9]([CH:13]2[C:21]3[C:16](=[C:17]([F:25])[C:18]([F:24])=[C:19]([F:23])[C:20]=3[F:22])[C:15](=[O:26])[N:14]2[CH3:27])[CH2:10][CH:11]=O)[CH:5]=[CH:6][C:7]=1[Cl:8].[O:28]=[C:29]1[NH:34][CH2:33][CH2:32][CH2:31][N:30]1[CH:35]1[CH2:40][CH2:39][NH:38][CH2:37][CH2:36]1>>[ClH:1].[Cl:1][C:2]1[CH:3]=[C:4]([CH:9]([CH:13]2[C:21]3[C:16](=[C:17]([F:25])[C:18]([F:24])=[C:19]([F:23])[C:20]=3[F:22])[C:15](=[O:26])[N:14]2[CH3:27])[CH2:10][CH2:11][N:38]2[CH2:39][CH2:40][CH:35]([N:30]3[CH2:31][CH2:32][CH2:33][NH:34][C:29]3=[O:28])[CH2:36][CH2:37]2)[CH:5]=[CH:6][C:7]=1[Cl:8] |f:2.3|. The reactants are ClC=1C=C(C=CC1Cl)C(CC=O)C1N(C(C2=C(C(=C(C(=C12)F)F)F)F)=O)C (3-(3,4-Dichlorophenyl)-3-(4,5,6,7-tetrafluoro-2-methyl-3-oxo-2,3-dihydro-1H-isoindol-1-yl)propionaldehyde), O=C1N(CCCN1)C1CCNCC1 (4-(2-oxoperhydropyrimidine-1-yl)piperidine). Procedure: 3-(3,4-Dichlorophenyl)-3-(4,5,6,7-tetrafluoro-2-methyl-3-oxo-2,3-dihydro-1H-isoindol-1-yl)propionaldehyde (0.43 g) was coupled to 4-(2-oxoperhydropyrimidine-1-yl)piperidine (0.183 g) by a method similar to that described in Example 8. The reaction product was not purified by chromatography but converted to the corresponding hydrochloride salt as described in the Example 8 to afford the desired 3-[1-(3,4-Dichlorophenyl)-3-(4-(2-oxoperhydropyrimidine-1-yl)piperidino)propyl]-2-methyl-2,3-dihydro-4,... Yields the product Cl.ClC=1C=C(C=CC1Cl)C(CCN1CCC(CC1)N1C(NCCC1)=O)C1N(C(C2=C(C(=C(C(=C12)F)F)F)F)=O)C (3-[1-(3,4-Dichlorophenyl)-3-(4-(2-oxoperhydropyrimidine-1-yl)piperidino)propyl]-2-methyl-2,3-dihydro-4,5,6,7-terafluoro-isoindol-1-one hydrochloride). Yield: 145.7%. Conditions: temperature 60 celsius, time 45 minute. Yields the product BrC=1C(=CC(=C(C1)[C@@]12N=C(SC[C@@H]1[C@H](OC2)CF)N)F)F ((4aS,5S,7aS)-7a-(5-bromo-2,4-difluorophenyl)-5-(fluoromethyl)-4a,5,7,7a-tetrahydro-4H-furo[3,4-d][1,3]thiazin-2-amine). As a reaction SMILES: [F:1][C:2]1[CH:7]=[C:6]([F:8])[CH:5]=[CH:4][C:3]=1[C@:9]12[CH2:17][O:16][C@H:15]([CH2:18][F:19])[C@H:14]1[CH2:13][S:12][C:11]([NH2:20])=[N:10]2.S(=O)(=O)(O)O.C1C(=O)N([Br:33])C(=O)C1.[OH-].[Na+]>C(O)(C(F)(F)F)=O>[Br:33][C:5]1[C:6]([F:8])=[CH:7][C:2]([F:1])=[C:3]([C@:9]23[CH2:17][O:16][C@H:15]([CH2:18][F:19])[C@H:14]2[CH2:13][S:12][C:11]([NH2:20])=[N:10]3)[CH:4]=1 |f:3.4|. Solvent: C(=O)(C(F)(F)F)O (TFA). Starting materials: [OH-].[Na+] (NaOH), FC1=C(C=CC(=C1)F)[C@@]12N=C(SC[C@@H]1[C@H](OC2)CF)N ((4aS,5S,7aS)-7a-(2,4-Difluorophenyl)-5-(fluoromethyl)-4a,5,7,7a-tetrahydro-4H-furo[3,4-d][1,3]thiazin-2-amine), C1CC(=O)N(C1=O)Br (NBS), S(O)(O)(=O)=O (sulfuric acid). Reported procedure: (4aS,5S,7aS)-7a-(2,4-Difluorophenyl)-5-(fluoromethyl)-4a,5,7,7a-tetrahydro-4H-furo[3,4-d][1,3]thiazin-2-amine (700 mg, 2.32 mmol) was dissolved in TFA (2.1 mL) and sulfuric acid (864 μL, 16.2 mmol). NBS (453 mg, 2.55 mmol) was added and the reaction was stirred at 60° C. for 45 minutes. The reaction was cooled to room temperature and basified with 2N NaOH. The mixture was then extracted with EtOAc (×3). The combined organics were dried (MgSO4) and concentrated in vacuo. The residue was purified ... Starting materials: CC1CCCN1, O=C(Nc1ccc(OCCN2CCOCC2)c2ccccc12)c1ccnc(Cl)c1. Product: CC1CCCN1c1cc(C(=O)Nc2ccc(OCCN3CCOCC3)c3ccccc23)ccn1. RXN SMILES: [CH3:30][CH:31]1[NH:32][CH2:33][CH2:34][CH2:35]1.[Cl:1][c:2]1[cH:3][c:4]([C:5](=[O:6])[NH:7][c:8]2[cH:9][cH:10][c:11]([O:18][CH2:19][CH2:20][N:21]3[CH2:22][CH2:23][O:24][CH2:25][CH2:26]3)[c:12]3[cH:13][cH:14][cH:15][cH:16][c:17]23)[cH:27][cH:28][n:29]1>>[c:2]1([N:32]2[CH:31]([CH3:30])[CH2:35][CH2:34][CH2:33]2)[cH:3][c:4]([C:5](=[O:6])[NH:7][c:8]2[cH:9][cH:10][c:11]([O:18][CH2:19][CH2:20][N:21]3[CH2:22][CH2:23][O:24][CH2:25][CH2:26]3)[c:12]3[cH:13][cH:14][cH:15][cH:16][c:17]23)[cH:27][cH:28][n:29]1. Starting materials: BrC=1C=C(C2=C(C(C=C(O2)C(=O)OCC)=O)C1)[N+](=O)[O-] (ethyl 6-bromo-8-nitro-4-oxo-4H-1-benzopyran-2-carboxylate), C(=O)O (formic acid). The reagents and catalysts are [Pd] (palladium-on-charcoal). Solvent: CN(C=O)C (N,N-dimethylformamide). Reaction conditions: temperature 145 celsius, time 5.75 hour. The product is [N+](=O)([O-])C1=CC=CC=2C(C=C(OC21)C(=O)OCC)=O (Ethyl 8-nitro-4-oxo-4H-benzopyran-2-carboxylate). The yield is 55.0%. As a reaction SMILES: Br[C:2]1[CH:3]=[C:4]([N+:18]([O-:20])=[O:19])[C:5]2[O:10][C:9]([C:11]([O:13][CH2:14][CH3:15])=[O:12])=[CH:8][C:7](=[O:16])[C:6]=2[CH:17]=1.C(O)=O>[Pd].CN(C)C=O>[N+:18]([C:4]1[C:5]2[O:10][C:9]([C:11]([O:13][CH2:14][CH3:15])=[O:12])=[CH:8][C:7](=[O:16])[C:6]=2[CH:17]=[CH:2][CH:3]=1)([O-:20])=[O:19]. Procedure details: A mixture of ethyl 6-bromo-8-nitro-4-oxo-4H-1-benzopyran-2-carboxylate (5.0 g, 14.6 mmol), 10% palladium-on-charcoal (0.541 g), formic acid (7.90 ml) and N,N-dimethylformamide (42 ml) was stirred at 145° C. for 5.75 h under inert atmosphere. After this time the mixture was left to cool and the catalyst was removed by filtration, washing it with N,N-dimethylformamide. The resulting filtrate was evaporated to dryness and the obtained residue was purified by chromatography through a silica gel colu... Reactants: O=C(OC(C)(C)C)NCC=1C=CC=CC1C(F)(F)F. Reagents/catalysts: O1B(OC(C)(C)C1(C)C)B2OC(C)(C)C(O2)(C)C, O=S(=O)([O-])CC=1C=NC(=CC1)C2=NC=C(C=C2)C.CCCC[N+](CCCC)(CCCC)CCCC, C[OH2+].C[OH2+].C1CC=CCCC=C1.C1CC=CCCC=C1.[Ir].[Ir]. Run in O1CCCC1. Reaction conditions: temperature 50 celsius, time 20 hour. Yields the product O=C(OC(C)(C)C)NCC1=CC(=CC=C1C(F)(F)F)B2OC(C)(C)C(O2)(C)C, O=C(OC(C)(C)C)NCC1=CC=C(C=C1C(F)(F)F)B2OC(C)(C)C(O2)(C)C. Isolated yield 26.0%. Procedure details: Following general procedure F using tert‐butyl (2‐(trifluoromethyl)benzyl)carbamate (68.8 mg, 0.25 mmol), B2pin2 (95 mg, 0.375 mmol), [Ir(COD)OMe]2 (2.5 mg, 0.00375 mmol) and 1a (3.8 mg, 0.0075 mmol) in THF (1.25 mL). The reaction was stirred at 50 °C for 20 hours before cooling and the solvents removed. Analysis of crude 1 H NMR using internal standard 1,2‐dimethoxyethane showed 2.8:1 meta:para borylation in 100% yield. The crude product was purified by silica gel chromatography (Pet. Ether (40... Starting materials: OC=1C=CC=C2C=CC=NC12 (8-hydroxyquinoline), BrC=1C=CC=2C3=C(N(C2C1)C)CCCN(C3)C(=O)OC(C)(C)C (tert-Butyl 8-bromo-6-methyl-3,4,5,6-tetrahydroazepino[4,3-b]indole-2(1H)-carboxylate), FC(C1=CC=C(C=N1)C1=CC(NC=C1)=O)(F)F (4-(6-(trifluoromethyl)pyridin-3-yl)pyridin-2(1H)-one), C(=O)([O-])[O-].[Cs+].[Cs+] (Cs2CO3). The reagents and catalysts are [Cu](I)I (copper iodide). The solvent is CS(=O)C (DMSO). Conditions: temperature 130 celsius, time 30 minute. Yields the product CN1C2=C(C=3C=CC(=CC13)N1C(C=C(C=C1)C=1C=NC(=CC1)C(F)(F)F)=O)CN(CCC2)C(=O)OC(C)(C)C (tert-Butyl 6-methyl-8-(2-oxo-4-(6-(trifluoromethyl)pyridin-3-yl)pyridin-1(2H)-yl)3,4,5,6-tetrahydroazepino[4,3-b]indole-2(1H)-carboxylate). Isolated yield 42.9%. RXN SMILES: Br[C:2]1[CH:3]=[CH:4][C:5]2[C:6]3[CH2:16][N:15]([C:17]([O:19][C:20]([CH3:23])([CH3:22])[CH3:21])=[O:18])[CH2:14][CH2:13][CH2:12][C:7]=3[N:8]([CH3:11])[C:9]=2[CH:10]=1.[F:24][C:25]([F:40])([F:39])[C:26]1[N:31]=[CH:30][C:29]([C:32]2[CH:37]=[CH:36][NH:35][C:34](=[O:38])[CH:33]=2)=[CH:28][CH:27]=1.C([O-])([O-])=O.[Cs+].[Cs+].OC1C=CC=C2C=1N=CC=C2>CS(C)=O.[Cu](I)I>[CH3:11][N:8]1[C:9]2[CH:10]=[C:2]([N:35]3[CH:36]=[CH:37][C:32]([C:29]4[CH:30]=[N:31][C:26]([C:25]([F:24])([F:39])[F:40])=[CH:27][CH:28]=4)=[CH:33][C:34]3=[O:38])[CH:3]=[CH:4][C:5]=2[C:6]2[CH2:16][N:15]([C:17]([O:19][C:20]([CH3:23])([CH3:22])[CH3:21])=[O:18])[CH2:14][CH2:13][CH2:12][C:7]1=2 |f:2.3.4|. Reported procedure: tert-Butyl 8-bromo-6-methyl-3,4,5,6-tetrahydroazepino[4,3-b]indole-2(1H)-carboxylate (0.11 g, 0.29 mmol), 4-(6-(trifluoromethyl)pyridin-3-yl)pyridin-2(1H)-one (83 g, 0.35 mmol) and Cs2CO3 (0.10 g, 0.32 mmol) were suspended in DMSO (1.0 mL), and the air was removed under vacuum for 15 min. The system was flushed with Ar, and 8-hydroxyquinoline (13 mg, 0.087 mmol) and copper iodide (72 mg, 0.38 mmol) were added to the suspension. The evacuation/Ar flushing process was repeated twice more, and the ...